Dataset: the Open Reaction Database (ORD), a public repository of structured organic reaction records. Task: describe an organic reaction: reactants, conditions, products, and yield Reactants: Br (hydrobromic acid), ClC1=CC(=C(C=C1)NC(=O)CC(CCC(=O)OC)C1=NOC(=C1C1CC1)C1CC(C1)CC(C)(C)C)C (Methyl 5-(4-chloro-2-methylphenylcarbamoyl)-4-{4-cyclopropyl-5-[3-(2,2-dimethylpropyl)cyclobutyl]isoxazol-3-yl}valerate), C(C)(=O)[O-].[Na+] (sodium acetate). The solvent is C(C)(=O)O (acetic acid). Reaction conditions: temperature 60 celsius. Product: ClC1=CC(=C(C=C1)NC(=O)CC(CCC(=O)O)C1=NOC(=C1C1CC1)C1CC(C1)CC(C)(C)C)C (5-(4-Chloro-2-methylphenylcarbamoyl)-4-{4-cyclopropyl-5-[3-(2,2-dimethylpropyl)cyclobutyl]isoxazol-3-yl}valeric acid). Yield: 69.6%. RXN SMILES: [Cl:1][C:2]1[CH:7]=[CH:6][C:5]([NH:8][C:9]([CH2:11][CH:12]([C:19]2[C:23]([CH:24]3[CH2:26][CH2:25]3)=[C:22]([CH:27]3[CH2:30][CH:29]([CH2:31][C:32]([CH3:35])([CH3:34])[CH3:33])[CH2:28]3)[O:21][N:20]=2)[CH2:13][CH2:14][C:15]([O:17]C)=[O:16])=[O:10])=[C:4]([CH3:36])[CH:3]=1.Br.C([O-])(=O)C.[Na+]>C(O)(=O)C>[Cl:1][C:2]1[CH:7]=[CH:6][C:5]([NH:8][C:9]([CH2:11][CH:12]([C:19]2[C:23]([CH:24]3[CH2:25][CH2:26]3)=[C:22]([CH:27]3[CH2:28][CH:29]([CH2:31][C:32]([CH3:34])([CH3:33])[CH3:35])[CH2:30]3)[O:21][N:20]=2)[CH2:13][CH2:14][C:15]([OH:17])=[O:16])=[O:10])=[C:4]([CH3:36])[CH:3]=1 |f:2.3|. Procedure details: Methyl 5-(4-chloro-2-methylphenylcarbamoyl)-4-{4-cyclopropyl-5-[3-(2,2-dimethylpropyl)cyclobutyl]isoxazol-3-yl}valerate (72.5 mg) and acetic acid (0.725 mL) were mixed. To the mixture was added 48 w/v % hydrobromic acid (0.363 mL) at RT. The mixture was stirred at 60° C., and then to the reaction mixture was added sodium acetate (287 mg) at ice temperature. The mixture was extracted with ethyl acetate. The organic layer was washed with water and brine, then dried over magnesium sulfate. The magn... Reactants: CC(C)(C)C=1C=C(C=C(C1O)C(C)(C)C)CN1CCNCC1 (1-(3,5-bis(1,1-dimethylethyl)-4-hydroxyphenyl)methylpiperazine), OC1=C(C=C(C=O)C=C1C)C (4-hydroxy-3,5-dimethylbenzaldehyde), CC(C)(C)C=1C=C(C=O)C=C(C1O)C(C)(C)C (3,5-bis(1,1-dimethylethyl)-4-hydroxybenzaldehyde). The product is OC1=C(C=C(C=C1C)CN1CCNCC1)C (1-(4-hydroxy-3,5-dimethylphenyl)methylpiperazine). Reaction SMILES: C[C:2]([C:5]1[CH:6]=[C:7]([CH2:16][N:17]2[CH2:22][CH2:21][NH:20][CH2:19][CH2:18]2)[CH:8]=[C:9]([C:12](C)(C)C)[C:10]=1[OH:11])(C)C.OC1C(C)=CC(C=O)=CC=1C.CC(C1C=C(C=C(C(C)(C)C)C=1O)C=O)(C)C>>[OH:11][C:10]1[C:5]([CH3:2])=[CH:6][C:7]([CH2:16][N:17]2[CH2:18][CH2:19][NH:20][CH2:21][CH2:22]2)=[CH:8][C:9]=1[CH3:12]. Procedure: This was prepared using the general methodology described for the preparation of 1-(3,5-bis(1,1-dimethylethyl)-4-hydroxyphenyl)methylpiperazine except that 4-hydroxy-3,5-dimethylbenzaldehyde replaced the 3,5-bis(1,1-dimethylethyl)-4-hydroxybenzaldehyde. The reactants are C1COCCO1, CS(=O)(=O)N1CCC(O)(c2ccc(O)c(F)c2)CC1, [Na+], [Na+], O=C([O-])[O-], Cc1ccc(S(=O)(=O)O)cc1. The product is CS(=O)(=O)N1CC=C(c2ccc(O)c(F)c2)CC1. As a reaction SMILES: [CH2:20]1[O:21][CH2:22][CH2:23][O:24][CH2:25]1.[F:1][c:2]1[cH:3][c:4]([C:9]2([OH:19])[CH2:10][CH2:11][N:12]([S:15](=[O:16])(=[O:17])[CH3:18])[CH2:13][CH2:14]2)[cH:5][cH:6][c:7]1[OH:8].[Na+:37].[Na+:38].[O-:39][C:40](=[O:41])[O-:42].[c:26]1([CH3:27])[cH:28][cH:29][c:30]([S:31]([OH:32])(=[O:33])=[O:34])[cH:35][cH:36]1>>[F:1][c:2]1[cH:3][c:4]([C:9]2=[CH:10][CH2:11][N:12]([S:15](=[O:16])(=[O:17])[CH3:18])[CH2:13][CH2:14]2)[cH:5][cH:6][c:7]1[OH:8]. The reactants are OC(c1ccc2c(c1)OC(F)(F)O2)C1CC1, ClCCl, CS(=O)(=O)Cc1cc(F)cc2cc[nH]c12, O=C(O)C(F)(F)F. Product: CS(=O)(=O)Cc1cc(F)cc2c(C(c3ccc4c(c3)OC(F)(F)O4)C3CC3)c[nH]c12. RXN SMILES: [CH:1]1([CH:4]([OH:5])[c:6]2[cH:7][c:8]3[c:9]([cH:15][cH:16]2)[O:10][C:11]([F:13])([F:14])[O:12]3)[CH2:2][CH2:3]1.[Cl:39][CH2:40][Cl:41].[F:24][c:25]1[cH:26][c:27]2[cH:28][cH:29][nH:30][c:31]2[c:32]([CH2:34][S:35](=[O:36])(=[O:37])[CH3:38])[cH:33]1.[OH:17][C:18]([C:19]([F:20])([F:21])[F:22])=[O:23]>>[CH:1]1([CH:4]([c:6]2[cH:7][c:8]3[c:9]([cH:15][cH:16]2)[O:10][C:11]([F:13])([F:14])[O:12]3)[c:28]2[c:27]3[cH:26][c:25]([F:24])[cH:33][c:32]([CH2:34][S:35](=[O:36])(=[O:37])[CH3:38])[c:31]3[nH:30][cH:29]2)[CH2:2][CH2:3]1. The reactants are [N-]=[N+]=[N-].[Na+] (sodium azide), [Cl-].[NH4+] (ammonium chloride), [Cl-].[Li+] (lithium chloride), C(#N)C=1C=C2CCCC(C2=CC1)=O (6-cyanotetralone). Run in CN(C)C=O (DMF), C(C)(=O)OCC (ethyl acetate). Run at temperature 120 celsius. Yields the product N1N=NN=C1C=1C=C2CCCC(C2=CC1)=O (6-(1H-Tetrazol-5-yl)-3,4-dihydro-2H-naphthalen-1-one). As a reaction SMILES: [C:1]([C:3]1[CH:4]=[C:5]2[C:10](=[CH:11][CH:12]=1)[C:9](=[O:13])[CH2:8][CH2:7][CH2:6]2)#[N:2].[N-:14]=[N+:15]=[N-:16].[Na+].[Cl-].[NH4+].[Cl-].[Li+]>CN(C=O)C.C(OCC)(=O)C>[NH:2]1[C:1]([C:3]2[CH:4]=[C:5]3[C:10](=[CH:11][CH:12]=2)[C:9](=[O:13])[CH2:8][CH2:7][CH2:6]3)=[N:16][N:15]=[N:14]1 |f:1.2,3.4,5.6|. Reported procedure: A sample of 6-cyanotetralone (102 mg, 0.60 mmol) is dissolved in DMF (1 mL) and treated with sodium azide (96.8 mg, 1.5 mmol), ammonium chloride (31.9 mg, 0.60 mmol) and lithium chloride (25.3 mg, 0.60 mmol) and heated to 120° C. overnight. The reaction is diluted with ethyl acetate and extracted with water twice. The residue is purified by UV triggered reverse phase HPLC to afford the title compound as a white solid. Reactants: CCOC(=O)CCCCBr, O=C([O-])[O-], COc1ccc(O)c(C=O)c1OC, CCO, [I-], [K+], [K+], [Na+]. Product: CCOC(=O)CCCCOc1ccc(OC)c(OC)c1C=O. As a reaction SMILES: [Br:14][CH2:15][CH2:16][CH2:17][CH2:18][C:19](=[O:20])[O:21][CH2:22][CH3:23].[C:24](=[O:25])([O-:26])[O-:27].[CH3:1][O:2][c:3]1[c:4]([CH:5]=[O:6])[c:7]([OH:13])[cH:8][cH:9][c:10]1[O:11][CH3:12].[CH3:32][CH2:33][OH:34].[I-:31].[K+:28].[K+:29].[Na+:30]>>[CH3:1][O:2][c:3]1[c:4]([CH:5]=[O:6])[c:7]([O:13][CH2:15][CH2:16][CH2:17][CH2:18][C:19](=[O:20])[O:21][CH2:22][CH3:23])[cH:8][cH:9][c:10]1[O:11][CH3:12]. The reactants are CCBr, COC(=O)c1c[nH]c2cc(OCc3ccccc3)ccc12. Yields the product CCn1cc(C(=O)OC)c2ccc(OCc3ccccc3)cc21. RXN SMILES: [CH2:22]([CH3:23])[Br:24].[CH3:1][O:2][C:3](=[O:4])[c:5]1[cH:6][nH:7][c:8]2[cH:9][c:10]([O:14][CH2:15][c:16]3[cH:17][cH:18][cH:19][cH:20][cH:21]3)[cH:11][cH:12][c:13]12>>[CH3:1][O:2][C:3](=[O:4])[c:5]1[cH:6][n:7]([CH2:22][CH3:23])[c:8]2[cH:9][c:10]([O:14][CH2:15][c:16]3[cH:17][cH:18][cH:19][cH:20][cH:21]3)[cH:11][cH:12][c:13]12. Solvent: O (water), CO (MeOH). The product is CS(=O)C=1C=CC=2N(C1)C(=CN2)C(=O)C2=CC=C(C=C2)N2C(O[C@H](C2)CNC(C)=O)=O (N-([(5S)-N-(4-[6-(methylsulfinyl)imidazo[1,2-a]pyridin-3-ylcarbonyl]phenyl)-2-oxooxazolidin-5-yl]methyl)acetamide). Starting materials: I(=O)(=O)(=O)[O-].[Na+] (sodium periodate), CSC=1C=CC=2N(C1)C(=CN2)C(=O)C2=CC=C(C=C2)N2C(O[C@H](C2)CNC(C)=O)=O (N-([(5S)-N-(4-[6-methylthioimidazo[1,2-a]pyridin-3-ylcarbonyl]phenyl)-2-oxooxazolidin-5-yl]methyl)acetamide). Reaction SMILES: I([O-])(=O)(=O)=[O:2].[Na+].[CH3:7][S:8][C:9]1[CH:10]=[CH:11][C:12]2[N:13]([C:15]([C:18]([C:20]3[CH:25]=[CH:24][C:23]([N:26]4[CH2:30][C@H:29]([CH2:31][NH:32][C:33](=[O:35])[CH3:34])[O:28][C:27]4=[O:36])=[CH:22][CH:21]=3)=[O:19])=[CH:16][N:17]=2)[CH:14]=1>O.CO>[CH3:7][S:8]([C:9]1[CH:10]=[CH:11][C:12]2[N:13]([C:15]([C:18]([C:20]3[CH:21]=[CH:22][C:23]([N:26]4[CH2:30][C@H:29]([CH2:31][NH:32][C:33](=[O:35])[CH3:34])[O:28][C:27]4=[O:36])=[CH:24][CH:25]=3)=[O:19])=[CH:16][N:17]=2)[CH:14]=1)=[O:2] |f:0.1|. Yield: 56.2%. Procedure: A solution of sodium periodate (0.067 g. 0.313 mM) in water (2.5 ml) was added to a stirred suspension of the title product from Example 37 (0.12 g. 0.283 mM) in MeOH (10 ml) and the mixture heated at gentle reflux for 3 hours. The mixture was filtered hot and allowed to cool. The solid which precipitated was filtered, washed with water and ether and purified by chromatography on a BondElut silica column with gradient elution increasing in polarity from dichloromethane to 10% MeOH/dichloromethan...